From a dataset of the Open Reaction Database (ORD), a public repository of structured organic reaction records. describe an organic reaction: reactants, conditions, products, and yield Reactants: C(#N)C=1C=C(C(=NC1C=O)NC(CC)C)C(=O)OCC (5-cyano-6-formyl-2-[(1-methylpropyl)amino]-3-pyridine-carboxylic acid, ethyl ester), O.NN (hydrazine hydrate). The solvent is CO (methanol). Yields the product C(#N)C1=C(C(=C(NC1=C)NC(CC)C)C(=O)OCC)NN (5-Cyano-6-methylidene-hydrazino-2-[(1-methylpropyl)amino]-3-pyridine-carboxylic acid, ethyl ester). Reaction SMILES: [C:1]([C:3]1[CH:4]=[C:5]([C:16]([O:18][CH2:19][CH3:20])=[O:17])[C:6]([NH:11][CH:12]([CH3:15])[CH2:13][CH3:14])=[N:7][C:8]=1[CH:9]=O)#[N:2].O.[NH2:22][NH2:23]>CO>[C:1]([C:3]1[C:8](=[CH2:9])[NH:7][C:6]([NH:11][CH:12]([CH3:15])[CH2:13][CH3:14])=[C:5]([C:16]([O:18][CH2:19][CH3:20])=[O:17])[C:4]=1[NH:22][NH2:23])#[N:2] |f:1.2|. Procedure details: 2.8 g of 5-cyano-6-formyl-2-[(1-methylpropyl)amino]-3-pyridine-carboxylic acid, ethyl ester (0.01 mol) are dissolved in 10 ml of methanol and 1 g of hydrazine hydrate is added with stirring. After standing over night the title compound precipitates. Yield 2.1 g (73%); m.p. 120°-121° C. (methanol). The reactants are C(C)(C)(C)OC(=O)N1[C@H](CCC1)CN(C1=CC(=CC=C1)OC1=CC=CC=C1)CC ((R)-2-{[ethyl-(3-phenoxy-phenyl)-amino]-methyl}-pyrrolidine-1-carboxylic acid tert-butyl ester), FC(C(=O)O)(F)F (trifluoroacetic acid), [OH-].[Na+] (sodium hydroxide). Solvent: ClCCl (dichloromethane). Reaction conditions: time 3 hour. Product: C(C)N(C[C@@H]1NCCC1)C1=CC(=CC=C1)OC1=CC=CC=C1 (Ethyl-(3-phenoxy-phenyl)-(R)-1-pyrrolidin-2-ylmethyl-amine). RXN SMILES: C(OC([N:8]1[CH2:12][CH2:11][CH2:10][C@@H:9]1[CH2:13][N:14]([CH2:28][CH3:29])[C:15]1[CH:20]=[CH:19][CH:18]=[C:17]([O:21][C:22]2[CH:27]=[CH:26][CH:25]=[CH:24][CH:23]=2)[CH:16]=1)=O)(C)(C)C.FC(F)(F)C(O)=O.[OH-].[Na+]>ClCCl>[CH2:28]([N:14]([C:15]1[CH:20]=[CH:19][CH:18]=[C:17]([O:21][C:22]2[CH:23]=[CH:24][CH:25]=[CH:26][CH:27]=2)[CH:16]=1)[CH2:13][C@H:9]1[CH2:10][CH2:11][CH2:12][NH:8]1)[CH3:29] |f:2.3|. Procedure details: To a solution of (R)-2-{[ethyl-(3-phenoxy-phenyl)-amino]-methyl}-pyrrolidine-1-carboxylic acid tert-butyl ester (0.162 g, 0.41 mmol) in dichloromethane (3 ml) was added trifluoroacetic acid (1 ml) and the mixture was stirred for 3 h at room temperature. Aqueous sodium hydroxide solution (4N) was added until basic pH and the mixture was extracted with ethyl acetate (2 times 30 ml). The combined organic layers were dried with magnesium sulphate, filtered and concentrated in vacuo. The residue was ... The product is OC=1C=C(OC/C=C(/C(=O)OC)\C)C=CC1 (Methyl (E)-4(3-hydroxyphenoxy)-2-methyl-2-buten-1-oate). Procedure: A mixture of 1.00 g of (E)-4(3-hydroxyphenoxy)-2-methyl-2-buten-1-al, 7.31 g active manganese dioxide, 1.26 g sodium cyanide and 0.4 g glacial acetic acid in 40 ml methanol is stirred at room temperature for about 16 hours, filtered and the filtrate evaporated to dryness using an aspirator and a concentrated aqueous sodium hydroxide trap. During the volume reduction, the filtrate is stirred in a water bath at about 35° C. The red oil residue is treated with 50 ml diethylether and 50 ml distilled... Run in CO (methanol). Reaction conditions: time 16 hour. RXN SMILES: [OH:1][C:2]1[CH:3]=[C:4]([CH:12]=[CH:13][CH:14]=1)[O:5][CH2:6]/[CH:7]=[C:8](\[CH3:11])/[CH:9]=[O:10].[C-]#N.[Na+].[C:18](O)(=[O:20])C>CO.[O-2].[O-2].[Mn+4]>[OH:1][C:2]1[CH:3]=[C:4]([CH:12]=[CH:13][CH:14]=1)[O:5][CH2:6]/[CH:7]=[C:8](\[CH3:11])/[C:9]([O:20][CH3:18])=[O:10] |f:1.2,5.6.7|. Starting materials: OC=1C=C(OC/C=C(/C=O)\C)C=CC1 ((E)-4(3-hydroxyphenoxy)-2-methyl-2-buten-1-al), [C-]#N.[Na+] (sodium cyanide), C(C)(=O)O (acetic acid). The reagents and catalysts are [O-2].[O-2].[Mn+4] (manganese dioxide). Yields the product ClC1=NC(=CC(=C1)C)OCC1=CSC=C1 (2-chloro-4-methyl-6-(3-thienylmethyloxy)pyridine). As a reaction SMILES: [S:1]1[CH:5]=[CH:4][C:3]([CH2:6][OH:7])=[CH:2]1.[H-].[Na+].[Cl:10][C:11]1[CH:16]=[C:15]([CH3:17])[CH:14]=[C:13](Cl)[N:12]=1>O1CCCC1>[Cl:10][C:11]1[CH:16]=[C:15]([CH3:17])[CH:14]=[C:13]([O:7][CH2:6][C:3]2[CH:4]=[CH:5][S:1][CH:2]=2)[N:12]=1 |f:1.2|. Reactants: resultant solution, S1C=C(C=C1)CO (3-thiophenemethanol), [H-].[Na+] (sodium hydride), ClC1=NC(=CC(=C1)C)Cl (2,6-dichloro-4-methylpyridine). The solvent is O1CCCC1 (tetrahydrofuran). Procedure: To a solution containing 3-thiophenemethanol (0.78 g, 0.0062×1.1 mol) and sodium hydride (0.26 g, (ca.60% in mineral oil), 0.0062×1.05 mol) in tetrahydrofuran, 2,6-dichloro-4-methylpyridine (1.0 g, 0.0062 mol) was added, and the resultant solution was refluxed for about 1 hour.